From a dataset of the Open Reaction Database (ORD), a public repository of structured organic reaction records. describe an organic reaction: reactants, conditions, products, and yield Reactants: CC1=CC=C(C=C1)S(=O)(=O)OCC1OC2=C(C1)C=C(C=C2OS(=O)(=O)C(F)(F)F)Cl ((±)-(5-chloro-7-{[(trifluoromethyl)sulfonyl]oxy}-2,3-dihydro-1-benzofuran-2-yl)methyl 4-methylbenzenesulfonate), Intermediate 35, C1(=CC=CC=C1)B(O)O (phenyl boronic acid), C([O-])([O-])=O.[K+].[K+] (potassium carbonate). The reagents and catalysts are C1=CC=C(C=C1)[PH+](C2=CC=CC=C2)[C]3[CH][CH][CH][CH]3.C1=CC=C(C=C1)[PH+](C2=CC=CC=C2)[C]3[CH][CH][CH][CH]3.C(Cl)Cl.Cl[Pd]Cl.[Fe] (dichloro[1,1′-bis(diphenylphosphino)ferrocene]palladium(II) dichloromethane adduct). Solvent: CO (methanol). The product is CC1=CC=C(C=C1)S(=O)(=O)OCC1OC2=C(C1)C=C(C=C2C2=CC=CC=C2)Cl ((±)-(5-chloro-7-phenyl-2,3-dihydro-1-benzofuran-2-yl)methyl 4-methylbenzenesulfonate). Isolated yield 46.6%. Reaction SMILES: [CH3:1][C:2]1[CH:7]=[CH:6][C:5]([S:8]([O:11][CH2:12][CH:13]2[CH2:17][C:16]3[CH:18]=[C:19]([Cl:30])[CH:20]=[C:21](OS(C(F)(F)F)(=O)=O)[C:15]=3[O:14]2)(=[O:10])=[O:9])=[CH:4][CH:3]=1.[C:31]1(B(O)O)[CH:36]=[CH:35][CH:34]=[CH:33][CH:32]=1.C(=O)([O-])[O-].[K+].[K+]>C1C=CC([PH+]([C]2[CH][CH][CH][CH]2)C2C=CC=CC=2)=CC=1.C1C=CC([PH+]([C]2[CH][CH][CH][CH]2)C2C=CC=CC=2)=CC=1.C(Cl)Cl.Cl[Pd]Cl.[Fe].CO>[CH3:1][C:2]1[CH:3]=[CH:4][C:5]([S:8]([O:11][CH2:12][CH:13]2[CH2:17][C:16]3[CH:18]=[C:19]([Cl:30])[CH:20]=[C:21]([C:31]4[CH:36]=[CH:35][CH:34]=[CH:33][CH:32]=4)[C:15]=3[O:14]2)(=[O:10])=[O:9])=[CH:6][CH:7]=1 |f:2.3.4,5.6.7.8.9,^1:50,51,52,53,54,68,69,70,71,72|. Procedure: Treatment of (±)-(5-chloro-7-{[(trifluoromethyl)sulfonyl]oxy}-2,3-dihydro-1-benzofuran-2-yl)methyl 4-methylbenzenesulfonate (1.50 g, 3.10 mmol) with phenyl boronic acid (0.564 g, 4.60 mmol), dichloro[1,1′-bis(diphenylphosphino)ferrocene]palladium(II) dichloromethane adduct (0.252 g, 0.30 mmol), and potassium carbonate (0.829 g, 6.0 mmol) generally according to the procedure described for Intermediate 35 provided 0.94 g of a white paste. Re-crystallization from methanol afforded 0.6 g (47%) of (±... The reactants are BrC=1C=C2C=CNC2=CC1 (5-bromoindole), C1(=CC=CC=C1)B(O)O (benzeneboronic acid). Product: C1(=CC=CC=C1)C=1C=C2C=CNC2=CC1 (5-Phenyl Indole). Yield: 87.0%. RXN SMILES: Br[C:2]1[CH:3]=[C:4]2[C:8](=[CH:9][CH:10]=1)[NH:7][CH:6]=[CH:5]2.[C:11]1(B(O)O)[CH:16]=[CH:15][CH:14]=[CH:13][CH:12]=1>>[C:11]1([C:2]2[CH:3]=[C:4]3[C:8](=[CH:9][CH:10]=2)[NH:7][CH:6]=[CH:5]3)[CH:16]=[CH:15][CH:14]=[CH:13][CH:12]=1. Reported procedure: The title compound was prepared from 5-bromoindole and benzeneboronic acid by the method of Suzuki (N. Miyaura, T Yanagi, A Suzuki, Synth. Commun, 1981, 513) in 87% yield.